describe an organic reaction: reactants, conditions, products, and yield From a dataset of the Open Reaction Database (ORD), a public repository of structured organic reaction records. Reactants: C(C)(C)(C)OC(=O)C=1C=C(CN2CN(C3(C2=O)CCN(CC3)C(=O)OCC3=CC=CC=C3)C3CCCCC3)C=CC1 (Benzyl 3-(3-(tert-butoxycarbonyl)benzyl)-1-cyclohexyl-4-oxo-1,3,8-triazaspiro[4.5]decane-8-carboxylate). The reagents and catalysts are [Pd] (palladium on carbon). Run in C(C)(=O)OCC (ethyl acetate). Yields the product C1(CCCCC1)N1CN(C(C12CCNCC2)=O)CC=2C=C(C(=O)OC(C)(C)C)C=CC2 (tert-butyl 3-((1-cyclohexyl-4-oxo-1,3,8-triazaspiro[4.5]decan-3-yl)methyl)benzoate). The yield is 99.7%. RXN SMILES: [C:1]([O:5][C:6]([C:8]1[CH:9]=[C:10]([CH:39]=[CH:40][CH:41]=1)[CH2:11][N:12]1[C:16](=[O:17])[C:15]2([CH2:22][CH2:21][N:20](C(OCC3C=CC=CC=3)=O)[CH2:19][CH2:18]2)[N:14]([CH:33]2[CH2:38][CH2:37][CH2:36][CH2:35][CH2:34]2)[CH2:13]1)=[O:7])([CH3:4])([CH3:3])[CH3:2]>[Pd].C(OCC)(=O)C>[CH:33]1([N:14]2[C:15]3([CH2:22][CH2:21][NH:20][CH2:19][CH2:18]3)[C:16](=[O:17])[N:12]([CH2:11][C:10]3[CH:9]=[C:8]([CH:41]=[CH:40][CH:39]=3)[C:6]([O:5][C:1]([CH3:3])([CH3:4])[CH3:2])=[O:7])[CH2:13]2)[CH2:34][CH2:35][CH2:36][CH2:37][CH2:38]1. Procedure: Benzyl 3-(3-(tert-butoxycarbonyl)benzyl)-1-cyclohexyl-4-oxo-1,3,8-triazaspiro[4.5]decane-8-carboxylate (1.37 g, 2.44 mmol) and palladium on carbon (10 wt. %, wet, Degussa type E101 NE/W,) (0.27 g) in ethyl acetate (20 mL) was stirred at room temperature under hydrogen (balloon) for 3 hours. The catalyst was removed by filtration and the filtrate evaporated and dried under vacuum to give product as a foam (1.04 g, quant.); MS for C25H37N3O3 m/z 428 (M+H)+. The reactants are ON(C([O-])=O)C1=C(C=CC=C1)C (N-hydroxy-N-(2-methylphenyl)carbamate), C(=O)([O-])[O-].[K+].[K+] (K2CO3), S(=O)(=O)(OC)OC (dimethyl sulfate). The solvent is C(Cl)Cl (CH2Cl2). Conditions: time 8 hour. The product is CON(C(OC1=CC=CC=C1)=O)C1=C(C=CC=C1)C (Phenyl N-methoxy-N-(2-methylphenyl)carbamate). The yield is 157.4%. RXN SMILES: O[N:2]([C:6]1[CH:11]=[CH:10][CH:9]=[CH:8][C:7]=1[CH3:12])C(=O)[O-].[C:13]([O-:16])([O-])=[O:14].[K+].[K+].S([O:24][CH3:25])(OC)(=O)=O>C(Cl)Cl>[CH3:25][O:24][N:2]([C:6]1[CH:11]=[CH:10][CH:9]=[CH:8][C:7]=1[CH3:12])[C:13](=[O:14])[O:16][C:6]1[CH:11]=[CH:10][CH:9]=[CH:8][CH:7]=1 |f:1.2.3|. Reported procedure: A mixture of 407 g (1.6 mol) of N-hydroxy-N-(2-methylphenyl)carbamate (Example 2a) and 277 g (2.0 mol) of K2CO3 in 700 ml of CH2Cl2 is treated dropwise with 211 g (1.67 mol) of dimethyl sulfate. The reaction mixture warms to about 40° C. during the course of this. The reaction mixture is stirred overnight at room temperature and then filtered through kieselguhr. The filtrate is washed with NH3 soln. and water, dried over MgSO4 and concentrated. The residue crystallizes and is stirred with hexane... Yields the product O=Cc1cc2c(cn1)OCC2. The reactants are ClCCl, OCc1cc2c(cn1)OCC2. RXN SMILES: [Cl:12][CH2:13][Cl:14].[O:1]1[CH2:2][CH2:3][c:4]2[c:5]1[cH:6][n:7][c:8]([CH2:10][OH:11])[cH:9]2>>[O:1]1[CH2:2][CH2:3][c:4]2[c:5]1[cH:6][n:7][c:8]([CH:10]=[O:11])[cH:9]2. Reactants: CO, CCOP(C)(=O)c1cc(Cl)ccc1[N+](=O)[O-]. Product: CCOP(C)(=O)c1cc(Cl)ccc1N. As a reaction SMILES: [CH3:17][OH:18].[CH3:1][P:2]([O:3][CH2:4][CH3:5])(=[O:6])[c:7]1[c:8]([N+:14]([O-:15])=[O:16])[cH:9][cH:10][c:11]([Cl:13])[cH:12]1>>[CH3:1][P:2]([O:3][CH2:4][CH3:5])(=[O:6])[c:7]1[c:8]([NH2:14])[cH:9][cH:10][c:11]([Cl:13])[cH:12]1. Starting materials: O=C(Cl)Cc1ccc(F)cc1, CC(C)C(=O)Nc1cccc(C2CCN(CCC(O)c3ccccc3)CC2)c1. The product is CC(C)C(=O)Nc1cccc(C2CCN(CCC(OC(=O)Cc3ccc(F)cc3)c3ccccc3)CC2)c1. Reaction SMILES: [F:29][c:30]1[cH:31][cH:32][c:33]([CH2:36][C:37](=[O:38])[Cl:39])[cH:34][cH:35]1.[OH:1][CH:2]([CH2:3][CH2:4][N:5]1[CH2:6][CH2:7][CH:8]([c:11]2[cH:12][c:13]([NH:17][C:18]([CH:19]([CH3:20])[CH3:21])=[O:22])[cH:14][cH:15][cH:16]2)[CH2:9][CH2:10]1)[c:23]1[cH:24][cH:25][cH:26][cH:27][cH:28]1>>[O:1]([CH:2]([CH2:3][CH2:4][N:5]1[CH2:6][CH2:7][CH:8]([c:11]2[cH:12][c:13]([NH:17][C:18]([CH:19]([CH3:20])[CH3:21])=[O:22])[cH:14][cH:15][cH:16]2)[CH2:9][CH2:10]1)[c:23]1[cH:24][cH:25][cH:26][cH:27][cH:28]1)[C:37]([CH2:36][c:33]1[cH:32][cH:31][c:30]([F:29])[cH:35][cH:34]1)=[O:38]. Starting materials: NC1=NC(=NC(=N1)N)CCCCCNC(=NS(=O)(=O)C)NC (2,4-diamino-6-[5-(2-methanesulphonyl-3-methylguanidino)pentyl]-1,3,5-triazine), FC(CN=C=S)(F)F (2,2,2-trifluoroethylisothiocyanate), CN(C=O)C (dimethylformamide). Run at time 18 hour. The product is NC1=NC(=NC(=N1)NC(=NCC(F)(F)F)N)CCCCCNC(=NS(=O)(=O)C)NC (2-amino-4-[2-(2,2,2-trifluoroethyl)guanidino]-6-[5-(2-methanesulphonyl-3-methylguanidino)pentyl]-1,3,5-triazine). RXN SMILES: [NH2:1][C:2]1[N:7]=[C:6]([NH2:8])[N:5]=[C:4]([CH2:9][CH2:10][CH2:11][CH2:12][CH2:13][NH:14][C:15]([NH:21][CH3:22])=[N:16][S:17]([CH3:20])(=[O:19])=[O:18])[N:3]=1.[F:23][C:24]([F:30])([F:29])[CH2:25][N:26]=[C:27]=S.C[N:32](C)C=O>>[NH2:8][C:6]1[N:7]=[C:2]([NH:1][C:27]([NH2:32])=[N:26][CH2:25][C:24]([F:30])([F:29])[F:23])[N:3]=[C:4]([CH2:9][CH2:10][CH2:11][CH2:12][CH2:13][NH:14][C:15]([NH:21][CH3:22])=[N:16][S:17]([CH3:20])(=[O:19])=[O:18])[N:5]=1. Procedure details: A mixture of 2,4-diamino-6-[5-(2-methanesulphonyl-3-methylguanidino)pentyl]-1,3,5-triazine (0.4 g.), 2,2,2-trifluoroethylisothiocyanate (0.4 g.) and dimethylformamide (0.5 ml.) was heated at 120° for 1 hour and then at 60° for 18 hours. The mixture was evaporated to dryness, the residue partitioned between water and ethyl acetate, and the ethyl phase was separated, dried, and evaporated to dryness. The residue was dissolved in saturated ethanolic ammonia (10 ml.) and the solution treated with ye...